Dataset: the Open Reaction Database (ORD), a public repository of structured organic reaction records. Task: describe an organic reaction: reactants, conditions, products, and yield Starting materials: COC=1C(=CC=CC1)N (o-Anisidine), BrC=1C(C(=CC(C1)(Br)Br)Br)=O (2,4,4,6-tetrabromo-2,5-cyclohexadiene-1-one). Run in ClCCl (dichloromethane). The product is BrC1=CC(=C(N)C=C1)OC (4-bromo-2-methoxyaniline). Isolated yield 90.5%. As a reaction SMILES: [CH3:1][O:2][C:3]1[C:4]([NH2:9])=[CH:5][CH:6]=[CH:7][CH:8]=1.[Br:10]C1C(=O)C(Br)=CC(Br)(Br)C=1>ClCCl>[Br:10][C:7]1[CH:6]=[CH:5][C:4]([NH2:9])=[C:3]([O:2][CH3:1])[CH:8]=1. Procedure: A solution of o-Anisidine (5.46 g, 44.3 mmol) in dichloromethane (100 mL) was treated with 2,4,4,6-tetrabromo-2,5-cyclohexadiene-1-one (18.16 g, 44.3 mmol) portion-wise over 1 h at −5° C. Following the addition of the brominating agent, the dry ice/acetone bath was removed and the reaction mixture stirred over night at room temperature. Sodium hydroxide solution (1N) was added to the reaction mixture, and the layers were partitioned. The organic layer was washed with 1 N sodium hydroxide solutio... The reactants are CCCCCCCCC(=O)OCC, C1CCOC1, [Li]CCCC, CI, CN(C)P(=O)(N(C)C)N(C)C, CC(C)NC(C)C, [Cl-], [NH4+]. Yields the product CCCCCCCC(C)C(=O)OCC. Reaction SMILES: [C:13]([CH2:14][CH2:15][CH2:16][CH2:17][CH2:18][CH2:19][CH2:20][CH3:21])(=[O:22])[O:23][CH2:24][CH3:25].[CH2:41]1[O:42][CH2:43][CH2:44][CH2:45]1.[CH2:8]([Li:9])[CH2:10][CH2:11][CH3:12].[CH3:26][I:27].[CH3:28][N:29]([CH3:30])[P:31]([N:32]([CH3:33])[CH3:34])([N:35]([CH3:36])[CH3:37])=[O:38].[CH:1]([NH:2][CH:3]([CH3:4])[CH3:5])([CH3:6])[CH3:7].[Cl-:39].[NH4+:40]>>[CH3:1][CH:14]([C:13](=[O:22])[O:23][CH2:24][CH3:25])[CH2:15][CH2:16][CH2:17][CH2:18][CH2:19][CH2:20][CH3:21]. Reported procedure: To the solution of 131 (3.27, 10 mmol) in anhydrous NMP (3.6 mL) under nitrogen is added urea (1.60 g, 26 mmol). The resulting mixture is heated to 160° C. and stirred for 6 hours. On cooling, the reaction mixture is poured into water (80 mL), pH is adjusted to 7 with hydrochloric acid, and the solution is extracted with dichloromethane (50 ml×4). The organic solution is dried with anhydrous sodium sulfate and concentrated to give the crude product 177 as an oil which is used directly in the nex... Conditions: temperature 160 celsius, time 6 hour. Yields the product FC=1C(=NC=CC1)C=1N(C=CN1)CC1=C(C=2N(C=N1)N=C(N2)O)CCC (7-[2-(3-fluoro-pyridin-2-yl)-imidazol-1-ylmethyl]-8-propyl-[1,2,4]triazolo[1,5-c]pyrimidin-2-ol). The reactants are FC=1C(=NC=CC1)C=1N(C=CN1)CC1=C(C(=NC=N1)NN)CCC ({6-[2-(3-fluoro-pyridin-2-yl)-imidazol-1-ylmethyl]-5-propyl-pyrimidin-4-yl}-hydrazine), NC(=O)N (urea), Cl (hydrochloric acid), O (water). The solvent is CN1CCCC1=O (NMP). As a reaction SMILES: [F:1][C:2]1[C:3]([C:8]2[N:9]([CH2:13][C:14]3[N:19]=[CH:18][N:17]=[C:16](NN)[C:15]=3[CH2:22][CH2:23][CH3:24])[CH:10]=[CH:11][N:12]=2)=[N:4][CH:5]=[CH:6][CH:7]=1.[NH2:25][C:26]([NH2:28])=[O:27].O.Cl>CN1C(=O)CCC1>[F:1][C:2]1[C:3]([C:8]2[N:9]([CH2:13][C:14]3[N:19]=[CH:18][N:17]4[N:25]=[C:26]([OH:27])[N:28]=[C:16]4[C:15]=3[CH2:22][CH2:23][CH3:24])[CH:10]=[CH:11][N:12]=2)=[N:4][CH:5]=[CH:6][CH:7]=1.